Dataset: the Open Reaction Database (ORD), a public repository of structured organic reaction records. Task: describe an organic reaction: reactants, conditions, products, and yield Starting materials: C(CCCCCC)NCC1=CC=C(C=C1)CNCCCCCCC (N,N'-diheptyl-p-xylylenediamine), FC1=C(C=CC(=C1)F)N=C=O (2,4-difluorophenyl isocyanate). Run in CCCCCC (n-hexane), CCCCCC (n-hexane). Reaction conditions: time 2 hour. Product: C(CCCCCC)N(C(=O)NC1=C(C=C(C=C1)F)F)CC1=CC=C(C=C1)CN(C(=O)NC1=C(C=C(C=C1)F)F)CCCCCCC (1,4-bis[[1-heptyl-3-(2,4-difluorophenyl)ureido]methyl]benzene). The yield is 79.3%. Reaction SMILES: [CH2:1]([NH:8][CH2:9][C:10]1[CH:15]=[CH:14][C:13]([CH2:16][NH:17][CH2:18][CH2:19][CH2:20][CH2:21][CH2:22][CH2:23][CH3:24])=[CH:12][CH:11]=1)[CH2:2][CH2:3][CH2:4][CH2:5][CH2:6][CH3:7].[F:25][C:26]1[CH:31]=[C:30]([F:32])[CH:29]=[CH:28][C:27]=1[N:33]=[C:34]=[O:35]>CCCCCC>[CH2:18]([N:17]([CH2:16][C:13]1[CH:12]=[CH:11][C:10]([CH2:9][N:8]([CH2:1][CH2:2][CH2:3][CH2:4][CH2:5][CH2:6][CH3:7])[C:34]([NH:33][C:27]2[CH:28]=[CH:29][C:30]([F:32])=[CH:31][C:26]=2[F:25])=[O:35])=[CH:15][CH:14]=1)[C:34]([NH:33][C:27]1[CH:28]=[CH:29][C:30]([F:32])=[CH:31][C:26]=1[F:25])=[O:35])[CH2:19][CH2:20][CH2:21][CH2:22][CH2:23][CH3:24]. Procedure: To a solution of 1.5 g N,N'-diheptyl-p-xylylenediamine in 20 ml n-hexane, was added dropwise with stirring 5 ml of a n-hexane solution containing 1.4 g 2,4-difluorophenyl isocyanate under ice cooling. Stirring was continued at room temperature for two hours, and the solid which separated out was collected by filtration and recrystallized from methanol, giving 2.3 g of 1,4-bis[[1-heptyl-3-(2,4-difluorophenyl)ureido]methyl]benzene. Starting materials: NC1=C(C=C2C(=NC=NC2=C1)NC1=CC(=CC=C1)Br)[N+](=O)[O-] (7-amino-4-(3-bromoanilino)-6-nitroquinazoline). The reagents and catalysts are [Fe] (Iron). Solvent: CCO (EtOH). Product: BrC=1C=C(NC2=NC=NC3=CC(=C(C=C23)N)N)C=CC1 (4-(3-bromoanilino)-6,7-diaminoquinazoline). Yield: 64.9%. Reaction SMILES: [NH2:1][C:2]1[CH:11]=[C:10]2[C:5]([C:6]([NH:12][C:13]3[CH:18]=[CH:17][CH:16]=[C:15]([Br:19])[CH:14]=3)=[N:7][CH:8]=[N:9]2)=[CH:4][C:3]=1[N+:20]([O-])=O>CCO.[Fe]>[Br:19][C:15]1[CH:14]=[C:13]([CH:18]=[CH:17][CH:16]=1)[NH:12][C:6]1[C:5]2[C:10](=[CH:11][C:2]([NH2:1])=[C:3]([NH2:20])[CH:4]=2)[N:9]=[CH:8][N:7]=1. Procedure: Iron dust reduction of 7-amino-4-(3-bromoanilino)-6-nitroquinazoline (0.5 g, 1.4 mmol) in 65% aqueous EtOH containing sufficient aqueous HCl to ensure solubility gives 4-(3-bromoanilino)-6,7-diaminoquinazoline (0.30 g, 65%). 1H NMR (DMSO) δ9.14 (1H, s), 8.27 (1H, s), 8.23 (1H, brs), 7.85 (1H, d, J=8.0 Hz), 7.31-7.14 (2H, m), 7.29 (1H, s), 6.79 (1H, s), 5.73 (2H, brs), 5.13 (2H, brs).